Dataset: the Open Reaction Database (ORD), a public repository of structured organic reaction records. Task: describe an organic reaction: reactants, conditions, products, and yield The reactants are Cc1c(-c2ccccc2)c(C(F)(F)F)nn1-c1ccc(CCNC(=O)Oc2ccccc2)cc1, Cc1nc(C)c(S(N)(=O)=O)s1. The product is Cc1nc(C)c(S(=O)(=O)NC(=O)NCCc2ccc(-n3nc(C(F)(F)F)c(-c4ccccc4)c3C)cc2)s1. Reaction SMILES: [CH3:1][c:2]1[c:3](-[c:29]2[cH:30][cH:31][cH:32][cH:33][cH:34]2)[c:4]([C:25]([F:26])([F:27])[F:28])[n:5][n:6]1-[c:7]1[cH:8][cH:9][c:10]([CH2:13][CH2:14][NH:15][C:16]([O:17][c:18]2[cH:19][cH:20][cH:21][cH:22][cH:23]2)=[O:24])[cH:11][cH:12]1.[CH3:35][c:36]1[s:37][c:38]([S:42](=[O:43])(=[O:44])[NH2:45])[c:39]([CH3:41])[n:40]1>>[CH3:1][c:2]1[c:3](-[c:29]2[cH:30][cH:31][cH:32][cH:33][cH:34]2)[c:4]([C:25]([F:26])([F:27])[F:28])[n:5][n:6]1-[c:7]1[cH:8][cH:9][c:10]([CH2:13][CH2:14][NH:15][C:16](=[O:24])[NH:45][S:42]([c:38]2[s:37][c:36]([CH3:35])[n:40][c:39]2[CH3:41])(=[O:43])=[O:44])[cH:11][cH:12]1. The reactants are CN(C)C=O, CCOC(CBr)(OCC)C(=NOC)C(=O)O, [K+], [Na+], [Na+], [Na+], C1CCOC1, O, O=P(Cl)(Cl)Cl, O=P([O-])(O)O, O=P([O-])([O-])[O-]. The product is CCOC(CBr)(OCC)C(=NOC)C(=O)Cl. RXN SMILES: [CH3:42][N:43]([CH3:44])[CH:45]=[O:46].[CH3:6][O:7][N:8]=[C:9]([C:10](=[O:11])[OH:12])[C:13]([CH2:14][Br:15])([O:16][CH2:17][CH3:18])[O:19][CH2:20][CH3:21].[K+:27].[Na+:33].[Na+:34].[Na+:35].[O:36]1[CH2:37][CH2:38][CH2:39][CH2:40]1.[OH2:41].[P:1]([Cl:2])([Cl:3])([Cl:4])=[O:5].[P:22]([O-:23])([OH:24])([OH:25])=[O:26].[P:28]([O-:29])([O-:30])([O-:31])=[O:32]>>[Cl:3][C:10]([C:9](=[N:8][O:7][CH3:6])[C:13]([CH2:14][Br:15])([O:16][CH2:17][CH3:18])[O:19][CH2:20][CH3:21])=[O:11]. The reactants are CCOC(C)=O, Cc1ccccc1N=C=O, CCCCCC, Nc1ccc(C(=O)N2CCCCc3sccc32)cc1, C1CCOC1. Yields the product Cc1ccccc1NC(=O)Nc1ccc(C(=O)N2CCCCc3sccc32)cc1. RXN SMILES: [C:36]([O:37][CH2:38][CH3:39])(=[O:40])[CH3:41].[CH3:20][c:21]1[c:22]([N:27]=[C:28]=[O:29])[cH:23][cH:24][cH:25][cH:26]1.[CH3:30][CH2:31][CH2:32][CH2:33][CH2:34][CH3:35].[NH2:1][c:2]1[cH:3][cH:4][c:5]([C:6](=[O:7])[N:8]2[c:9]3[c:10]([s:15][cH:16][cH:17]3)[CH2:11][CH2:12][CH2:13][CH2:14]2)[cH:18][cH:19]1.[O:42]1[CH2:43][CH2:44][CH2:45][CH2:46]1>>[NH:1]([c:2]1[cH:3][cH:4][c:5]([C:6](=[O:7])[N:8]2[c:9]3[c:10]([s:15][cH:16][cH:17]3)[CH2:11][CH2:12][CH2:13][CH2:14]2)[cH:18][cH:19]1)[C:28]([NH:27][c:22]1[c:21]([CH3:20])[cH:26][cH:25][cH:24][cH:23]1)=[O:29]. The reactants are ClC1=NC(=C2N=CN(C2=N1)C(CC)CC)NC1=CC=CC=C1 (2-chloro-9-(1-ethylpropyl)-N-phenyl-9H-purin-6-amine), N[C@@H]1CC[C@H](CC1)N (trans-1,4-diaminocyclohexane). The solvent is O.C(C)(=O)OCC (water ethyl acetate). Conditions: time 4 hour. Yields the product Cl.Cl.N[C@@H]1CC[C@H](CC1)NC1=NC(=C2N=CN(C2=N1)C(CC)CC)NC1=CC=CC=C1 (trans-N2-(4-aminocyclohexyl)-9-(1-ethylpropyl)-N6-phenyl-9H-purin-2,6-diamine dihydrochloride). Isolated yield 92.1%. RXN SMILES: [Cl:1][C:2]1[N:10]=[C:9]2[C:5]([N:6]=[CH:7][N:8]2[CH:11]([CH2:14][CH3:15])[CH2:12][CH3:13])=[C:4]([NH:16][C:17]2[CH:22]=[CH:21][CH:20]=[CH:19][CH:18]=2)[N:3]=1.[NH2:23][C@H:24]1[CH2:29][CH2:28][C@H:27]([NH2:30])[CH2:26][CH2:25]1>O.C(OCC)(=O)C>[ClH:1].[ClH:1].[NH2:23][C@H:24]1[CH2:29][CH2:28][C@H:27]([NH:30][C:2]2[N:10]=[C:9]3[C:5]([N:6]=[CH:7][N:8]3[CH:11]([CH2:14][CH3:15])[CH2:12][CH3:13])=[C:4]([NH:16][C:17]3[CH:22]=[CH:21][CH:20]=[CH:19][CH:18]=3)[N:3]=2)[CH2:26][CH2:25]1 |f:2.3,4.5.6|. Procedure details: The operation is carried out as in Stage 3 of Example 3 starting from 97 mg of the product obtained in Stage 1 above and 350 mg of trans-1,4-diaminocyclohexane and the reaction medium is taken to a temperature of 140 to 150° C. for approximately 4 hours then cooled down to 70–80° C. and diluted with 20 ml of water/ethyl acetate in a proportion of 50/50, left to settle, followed by washing with 10 ml of water and 5 ml of an aqueous solution of sodium chloride, drying and evaporating to dryness. A... Starting materials: CN(C)C1(c2ccccc2)CCC(=O)CC1, CC(=O)O, ClCCCl, c1ccc2c(C3CCNC3)c[nH]c2c1, [Na+], [Na+], O=S(=O)([O-])[O-], C1CCOC1. The product is CN(C)C1(c2ccccc2)CCC(N2CCC(c3c[nH]c4ccccc34)C2)CC1. RXN SMILES: [CH3:1][N:2]([C:3]1([c:10]2[cH:11][cH:12][cH:13][cH:14][cH:15]2)[CH2:4][CH2:5][C:6](=[O:9])[CH2:7][CH2:8]1)[CH3:16].[CH3:31][C:32](=[O:33])[OH:34].[Cl:42][CH2:43][CH2:44][Cl:45].[NH:17]1[CH2:18][CH:19]([c:22]2[cH:23][nH:24][c:25]3[cH:26][cH:27][cH:28][cH:29][c:30]23)[CH2:20][CH2:21]1.[Na+:35].[Na+:36].[O-:37][S:38](=[O:39])(=[O:40])[O-:41].[O:46]1[CH2:47][CH2:48][CH2:49][CH2:50]1>>[CH3:1][N:2]([C:3]1([c:10]2[cH:11][cH:12][cH:13][cH:14][cH:15]2)[CH2:4][CH2:5][CH:6]([N:17]2[CH2:18][CH:19]([c:22]3[cH:23][nH:24][c:25]4[cH:26][cH:27][cH:28][cH:29][c:30]34)[CH2:20][CH2:21]2)[CH2:7][CH2:8]1)[CH3:16]. Starting materials: CCCCN1CCOc2c(Br)cc(C(=O)OC)cc21, CN1CCCC1=O, Cl, N#C[Cu]C#N. Yields the product CCCCN1CCOc2c(C#N)cc(C(=O)OC)cc21. As a reaction SMILES: [Br:1][c:2]1[cH:3][c:4]([C:16](=[O:17])[O:18][CH3:19])[cH:5][c:6]2[c:11]1[O:10][CH2:9][CH2:8][N:7]2[CH2:12][CH2:13][CH2:14][CH3:15].[CH3:26][N:27]1[CH2:28][CH2:29][CH2:30][C:31]1=[O:32].[ClH:25].[Cu:20]([C:21]#[N:22])[C:23]#[N:24]>>[c:2]1([C:21]#[N:22])[cH:3][c:4]([C:16](=[O:17])[O:18][CH3:19])[cH:5][c:6]2[c:11]1[O:10][CH2:9][CH2:8][N:7]2[CH2:12][CH2:13][CH2:14][CH3:15].